Dataset: the Open Reaction Database (ORD), a public repository of structured organic reaction records. Task: describe an organic reaction: reactants, conditions, products, and yield The reactants are Cl (HCl), C(C)N1CCN(CC1)C1CCN(CC1)C(=O)OC(C)(C)C (tert-butyl 4-(4-ethylpiperazin-1-yl)piperidine-1-carboxylate), Cl (HCl), O (water). The solvent is C(C)(C)O (isopropanol), CO (methanol), ClCCl (dichloromethane), C(C)(C)O (isopropanol). Yields the product C(C)N1CCN(CC1)C1CCNCC1 (1-Ethyl-4-piperidin-4-ylpiperazine). Reaction SMILES: [CH2:1]([N:3]1[CH2:8][CH2:7][N:6]([CH:9]2[CH2:14][CH2:13][N:12](C(OC(C)(C)C)=O)[CH2:11][CH2:10]2)[CH2:5][CH2:4]1)[CH3:2].Cl.O>CO.ClCCl.C(O)(C)C>[CH2:1]([N:3]1[CH2:8][CH2:7][N:6]([CH:9]2[CH2:14][CH2:13][NH:12][CH2:11][CH2:10]2)[CH2:5][CH2:4]1)[CH3:2]. Procedure: To remove the protective groups, 40 g (135 mmol) of the tert-butyl 4-(4-ethylpiperazin-1-yl)piperidine-1-carboxylate were initially charged in 200 ml of methanol and 1.8 l of dichloromethane, and 100 ml 5-6 M HCl solution in isopropanol were added. The solution became a suspension, and a slight evolution of gas could be observed. The reaction mixture was stirred at 40° C. (water bath temperature) for one hour and at room temperature over the weekend. For complete deprotection to the desired prod... The reactants are O=C(c1ccc(Br)cn1)C(F)F, CNC1CCCCC1NC, Cc1ccccc1, [Cu]I, [K+], [K+], O=C([O-])[O-], c1cn[nH]c1. Yields the product O=C(c1ccc(-n2cccn2)cn1)C(F)F. RXN SMILES: [Br:1][c:2]1[cH:3][cH:4][c:5]([C:8]([CH:9]([F:10])[F:11])=[O:12])[n:6][cH:7]1.[CH3:18][NH:19][CH:20]1[CH2:21][CH2:22][CH2:23][CH2:24][CH:25]1[NH:26][CH3:27].[CH3:34][c:35]1[cH:36][cH:37][cH:38][cH:39][cH:40]1.[Cu:41][I:42].[K+:28].[K+:29].[O-:30][C:31]([O-:32])=[O:33].[nH:13]1[n:14][cH:15][cH:16][cH:17]1>>[c:2]1(-[n:13]2[n:14][cH:15][cH:16][cH:17]2)[cH:3][cH:4][c:5]([C:8]([CH:9]([F:10])[F:11])=[O:12])[n:6][cH:7]1.